Task: describe an organic reaction: reactants, conditions, products, and yield. Dataset: the Open Reaction Database (ORD), a public repository of structured organic reaction records Reactants: CC1=CC=C2C(=CNC2=C1)C=O (6-methylindole-3-carboxaldehyde), C(C)OC(C(C(=O)O)NC(C)=O)=O (acetamidomalonic acid monoethylester), 3-l, C(C)(=O)OC(C)=O (acetic anhydride), C(C)OC(C(C(=O)O)NC(C)=O)=O (acetamidomalonic acid monoethyl ester), ice. Solvent: N1=CC=CC=C1 (pyridine). Run at time 20 minute. Yields the product C(C)OC(C(=CC1=CNC2=CC(=CC=C12)C)NC(C)=O)=O (Alpha-acetamido-6-methylindole-3-acrylic acid ethylester). Isolated yield 88.4%. RXN SMILES: [CH3:1][C:2]1[CH:10]=[C:9]2[C:5]([C:6]([CH:11]=O)=[CH:7][NH:8]2)=[CH:4][CH:3]=1.[CH2:13]([O:15][C:16](=[O:25])[CH:17]([NH:21][C:22](=[O:24])[CH3:23])C(O)=O)[CH3:14].C(OC(=O)C)(=O)C>N1C=CC=CC=1>[CH2:13]([O:15][C:16](=[O:25])[C:17]([NH:21][C:22](=[O:24])[CH3:23])=[CH:11][C:6]1[C:5]2[C:9](=[CH:10][C:2]([CH3:1])=[CH:3][CH:4]=2)[NH:8][CH:7]=1)[CH3:14]. Procedure: A 3-l. three-necked flask, equipped with a mechanical stirrer, a thermometer and a dropping funnel with pressure-equalizing arm was charged with 100 g (0.63 mol) of 6-methylindole-3-carboxaldehyde, 119 g (0.63 mol) of acetamidomalonic acid monoethylester and 500 ml of pyridine. The mixture was stirred and kept at 15° with a cold water bath while 175 ml of acetic anhydride was added over 15 minutes. The yellow solution was stirred at room temperature for 3 hours. Then an additional portion of 36 ... The reactants are COC1=CSC=2C1=NC=C(C2Cl)C(=O)OCC (Ethyl 3-methoxy-7-chlorothieno[3,2-b]pyridine-6-carboxylate), OC1=CC(=C(N)C=C1)C (4-hydroxy-2-methylaniline). The solvent is C1(=CC=CC=C1)OC (anisole). Product: Cl.COC1=CSC=2C1=NC=C(C2NC2=C(C=C(C=C2)O)C)C(=O)OCC (Ethyl 3-methoxy-7-(4-hydroxy-2-methylphenylamino)thieno-[3,2-b]pyridine-6-carboxylate hydrochloride). Reaction SMILES: [CH3:1][O:2][C:3]1[C:7]2=[N:8][CH:9]=[C:10]([C:13]([O:15][CH2:16][CH3:17])=[O:14])[C:11]([Cl:12])=[C:6]2[S:5][CH:4]=1.[OH:18][C:19]1[CH:25]=[CH:24][C:22]([NH2:23])=[C:21]([CH3:26])[CH:20]=1>C1(OC)C=CC=CC=1>[ClH:12].[CH3:1][O:2][C:3]1[C:7]2=[N:8][CH:9]=[C:10]([C:13]([O:15][CH2:16][CH3:17])=[O:14])[C:11]([NH:23][C:22]3[CH:24]=[CH:25][C:19]([OH:18])=[CH:20][C:21]=3[CH3:26])=[C:6]2[S:5][CH:4]=1 |f:3.4|. Procedure details: Ethyl 3-methoxy-7-chlorothieno[3,2-b]pyridine-6-carboxylate (1.5 g, 0.0055 mol) and 4-hydroxy-2-methylaniline (1.36 g, 0.011 mol) in anisole (30 ml) were heated under reflux in an inert atmosphere for thirty hours. The solid obtained on cooling was collected by filtration and recrystallised from ethanol to give a brown crystalline solid, 1.09 g. Recrystallisation from ethanol after filtration through charcoal gave the title compound, 0.63 g, m.p. 286°-288°. The reactants are C(=O)(OCC)N1N(C(C2=CC=CC=C12)=O)C(C1=CC=CC=C1)C1=CC=CC=C1 (1,2-dihydro-1-carboethoxy-2-diphenylmethyl-3H-indazol-3-one), [OH-].[K+] (potassium hydroxide). Run in O (water), C(C)O (ethanol). Run at temperature 80 celsius. Yields the product C1(=CC=CC=C1)C(N1NC2=CC=CC=C2C1=O)C1=CC=CC=C1 (1,2-dihydro-2-diphenylmethyl-3H-indazol-3-one). Yield: 53.1%. Reaction SMILES: C([N:6]1[C:14]2[C:9](=[CH:10][CH:11]=[CH:12][CH:13]=2)[C:8](=[O:15])[N:7]1[CH:16]([C:23]1[CH:28]=[CH:27][CH:26]=[CH:25][CH:24]=1)[C:17]1[CH:22]=[CH:21][CH:20]=[CH:19][CH:18]=1)(OCC)=O.[OH-].[K+]>C(O)C.O>[C:23]1([CH:16]([C:17]2[CH:22]=[CH:21][CH:20]=[CH:19][CH:18]=2)[N:7]2[C:8](=[O:15])[C:9]3[C:14](=[CH:13][CH:12]=[CH:11][CH:10]=3)[NH:6]2)[CH:24]=[CH:25][CH:26]=[CH:27][CH:28]=1 |f:1.2|. Procedure: A solution of 1,2-dihydro-1-carboethoxy-2-diphenylmethyl-3H-indazol-3-one (1.4 g) in ethanol (15 ml) containing potassium hydroxide (820 mg) was heated at 80° C. for 30 minutes. The reaction mixture was diluted with water (50 ml) and extracted with ether. The extracts were discarded. The aqueous phase was acidified to pH2 with 2M hydrochloric acid and extracted with methylene chloride. These extracts were dried (MgSO4) and evaporated. The residue was recrystallised from acetone/ether to give 1,2... Reaction SMILES: [CH3:1][O:2][C:3](=[O:43])[N:4]([CH2:28][C:29]1[CH:34]=[C:33]([C:35]([F:38])([F:37])[F:36])[CH:32]=[C:31]([C:39]([F:42])([F:41])[F:40])[CH:30]=1)[C@H:5]1[C:14]2[C:9](=[CH:10][CH:11]=[C:12]([C:15]([F:18])([F:17])[F:16])[CH:13]=2)[N:8](C(=O)C(F)(F)F)[C@@H:7]([CH:25]2[CH2:27][CH2:26]2)[CH2:6]1.O1CCCC1.[OH-].[Li+].O>CO>[F:38][C:35]([F:36])([F:37])[C:33]1[CH:34]=[C:29]([CH:30]=[C:31]([C:39]([F:41])([F:42])[F:40])[CH:32]=1)[CH2:28][N:4]([C:3]([O:2][CH3:1])=[O:43])[C@H:5]1[C:14]2[C:9](=[CH:10][CH:11]=[C:12]([C:15]([F:18])([F:17])[F:16])[CH:13]=2)[NH:8][C@@H:7]([CH:25]2[CH2:27][CH2:26]2)[CH2:6]1 |f:2.3|. Run at time 2 hour. Run in CO (methanol). Procedure details: cis-(3,5-Bis-trifluoromethyl-benzyl)-(2-cyclopropyl-1-trifluoroacetyl-6-trifluoromethyl-1,2,3,4-tetrahydro-quinolin-4-yl)-carbamic acid methyl ester (Example 47) (900 mg, 1.41 mmol) was dissolved in 20 mL of methanol and 60 mL of tetrahydrofuran before adding lithium hydroxide (1.6 mL of 1.0M aqueous solution, 1.6 mmol) to the solution. After 2 h at room temperature, 100 mL of water was added and the mixture extracted with ethyl acetate (3×100 mL). The combined organic extracts were washed with ... The product is FC(C=1C=C(CN([C@@H]2C[C@@H](NC3=CC=C(C=C23)C(F)(F)F)C2CC2)C(=O)OC)C=C(C1)C(F)(F)F)(F)F (cis-4-[(3,5-Bis-trifluoromethyl-benzyl)-methoxycarbonyl-amino]-2-cyclopropyl-6-trifluoromethyl-3,4-dihydro-2H-quinoline). Yield: 97.1%. Reactants: O (water), O1CCCC1 (tetrahydrofuran), [OH-].[Li+] (lithium hydroxide), COC(N([C@@H]1C[C@@H](N(C2=CC=C(C=C12)C(F)(F)F)C(C(F)(F)F)=O)C1CC1)CC1=CC(=CC(=C1)C(F)(F)F)C(F)(F)F)=O (cis-(3,5-Bis-trifluoromethyl-benzyl)-(2-cyclopropyl-1-trifluoroacetyl-6-trifluoromethyl-1,2,3,4-tetrahydro-quinolin-4-yl)-carbamic acid methyl ester). Starting materials: C1CCOC1, O, NC(Cc1c[nH]c2ncccc12)C(=O)O. The product is NC(CO)Cc1c[nH]c2ncccc12. Reaction SMILES: [CH2:17]1[O:18][CH2:19][CH2:20][CH2:21]1.[OH2:1].[nH:2]1[cH:3][c:4]([CH2:11][CH:12]([NH2:13])[C:14](=[O:15])[OH:16])[c:5]2[c:6]1[n:7][cH:8][cH:9][cH:10]2>>[nH:2]1[cH:3][c:4]([CH2:11][CH:12]([NH2:13])[CH2:14][OH:15])[c:5]2[c:6]1[n:7][cH:8][cH:9][cH:10]2. The reactants are CC(C)(C)c1cc(CC(CO)NC(=O)OCc2ccccc2)ccc1OCc1ccccc1, O, Cc1ccccc1S(=O)(=O)Cl, c1ccncc1. Product: Cc1ccccc1S(=O)(=O)OCC(Cc1ccc(OCc2ccccc2)c(C(C)(C)C)c1)NC(=O)OCc1ccccc1. RXN SMILES: [CH2:1]([c:2]1[cH:3][cH:4][cH:5][cH:6][cH:7]1)[O:8][C:9]([NH:10][CH:11]([CH2:12][c:13]1[cH:14][c:15]([C:27]([CH3:28])([CH3:29])[CH3:30])[c:16]([O:19][CH2:20][c:21]2[cH:22][cH:23][cH:24][cH:25][cH:26]2)[cH:17][cH:18]1)[CH2:31][OH:32])=[O:33].[OH2:45].[c:34]1([CH3:44])[c:35]([S:40](=[O:41])(=[O:42])[Cl:43])[cH:36][cH:37][cH:38][cH:39]1.[cH:46]1[cH:47][cH:48][n:49][cH:50][cH:51]1>>[CH2:1]([c:2]1[cH:3][cH:4][cH:5][cH:6][cH:7]1)[O:8][C:9]([NH:10][CH:11]([CH2:12][c:13]1[cH:14][c:15]([C:27]([CH3:28])([CH3:29])[CH3:30])[c:16]([O:19][CH2:20][c:21]2[cH:22][cH:23][cH:24][cH:25][cH:26]2)[cH:17][cH:18]1)[CH2:31][O:32][S:40]([c:35]1[c:34]([CH3:44])[cH:39][cH:38][cH:37][cH:36]1)(=[O:41])=[O:42])=[O:33].